This data is from the Open Reaction Database (ORD), a public repository of structured organic reaction records. The task is: describe an organic reaction: reactants, conditions, products, and yield Starting materials: CNC1=CC=C(C=N1)C#N (6-(methylamino)-3-pyridinecarbonitrile), CO (MeOH), OS(=O)(=O)O (H2SO4), CC(C)C[Al]CC(C)C (Dibal-H). Run in C1(=CC=CC=C1)C (toluene). Conditions: temperature -78 celsius. The product is CNC1=CC=C(C=N1)C=O (6-(Methylamino)-3-pyridinecarbaldehyde). RXN SMILES: [CH3:1][NH:2][C:3]1[N:8]=[CH:7][C:6]([C:9]#N)=[CH:5][CH:4]=1.CC(C[Al]CC(C)C)C.CO.[OH:22]S(O)(=O)=O>C1(C)C=CC=CC=1>[CH3:1][NH:2][C:3]1[N:8]=[CH:7][C:6]([CH:9]=[O:22])=[CH:5][CH:4]=1 |^1:13|. Reported procedure: To 6-(methylamino)-3-pyridinecarbonitrile (D94) (0.1 g, 0.752 mmol) in toluene (10 mL) cooled to −78 C under argon was added Dibal-H (1.88 mL, 1M solution in toluene, 11.2 mmol) dropwise. The reaction was stirred at −78° C. and then allowed to warm to room temperature overnight. MeOH (0.47 mL) and 2 M H2SO4 (1.42 mL) were added and mixture was stirred for 1.5 h then concentrated in vacuo. The residue was partitioned between water and EtOAc. The aqueous layer was extracted with EtOAc and the comb... Reactants: C(C1=CC=CC=C1)(=O)C1=CC=C(C(=O)O)C=C1 (p-benzoylbenzoic acid), S(O)(O)(=O)=O (sulfuric acid), C(CC)O (n-propanol), C([O-])(O)=O.[Na+] (sodium bicarbonate). Product: C(CC)OC(C1=CC=C(C=C1)C(C1=CC=CC=C1)=O)=O (n-propyl-p-benzoylbenzoate). Isolated yield 76.3%. As a reaction SMILES: [C:1]([C:9]1[CH:17]=[CH:16][C:12]([C:13]([OH:15])=[O:14])=[CH:11][CH:10]=1)(=[O:8])[C:2]1[CH:7]=[CH:6][CH:5]=[CH:4][CH:3]=1.S(=O)(=O)(O)O.C(=O)(O)[O-].[Na+].[CH2:28](O)[CH2:29][CH3:30]>>[CH2:28]([O:14][C:13](=[O:15])[C:12]1[CH:11]=[CH:10][C:9]([C:1](=[O:8])[C:2]2[CH:3]=[CH:4][CH:5]=[CH:6][CH:7]=2)=[CH:17][CH:16]=1)[CH2:29][CH3:30] |f:2.3|. Procedure details: A mixture of 10.0 grams (0.044 mole) of p-benzoylbenzoic acid, 100 milliliters of n-propanol and 0.25 milliliters of concentrated sulfuric acid was stirred under reflux for 5 hours. Aqueous sodium bicarbonate solution was then added. The organic layer was separated, dried over anhydrous magnesium sulfate and filtered. Volatiles were removed under vacuum with warming to provide 9.0 grams (76.3% yield) of n-propyl-p-benzoylbenzoate. The infrared spectrum revealed carbonyl absorption bands at 1670 ...